This data is from the Open Reaction Database (ORD), a public repository of structured organic reaction records. The task is: describe an organic reaction: reactants, conditions, products, and yield Starting materials: COC(=O)c1ccc(OCc2ccccc2)cc1OC(C)c1ccccc1C, CO, [K+], [OH-]. Yields the product Cc1ccccc1C(C)Oc1cc(OCc2ccccc2)ccc1C(=O)O. Reaction SMILES: [CH2:1]([c:2]1[cH:3][cH:4][cH:5][cH:6][cH:7]1)[O:8][c:9]1[cH:10][c:11]([O:19][CH:20]([CH3:21])[c:22]2[c:23]([CH3:28])[cH:24][cH:25][cH:26][cH:27]2)[c:12]([C:13](=[O:14])[O:15][CH3:16])[cH:17][cH:18]1.[CH3:31][OH:32].[K+:30].[OH-:29]>>[CH2:1]([c:2]1[cH:3][cH:4][cH:5][cH:6][cH:7]1)[O:8][c:9]1[cH:10][c:11]([O:19][CH:20]([CH3:21])[c:22]2[c:23]([CH3:28])[cH:24][cH:25][cH:26][cH:27]2)[c:12]([C:13](=[O:14])[OH:15])[cH:17][cH:18]1.